describe an organic reaction: reactants, conditions, products, and yield From a dataset of the Open Reaction Database (ORD), a public repository of structured organic reaction records. Starting materials: FC(CCCN1C(C2=C3C(C(=CC=C13)Br)=CC=C2)=O)(F)F (1-(4,4,4-trifluorobutyl)-6-bromo-benzo[cd]indol-2(1H)-one), N1CCNCCC1 (homopiperazine), Cl (HCl), CC(C)([O-])C.[Na+] (sodium tert-butoxide). The reagents and catalysts are C=1C=CC(=CC1)/C=C/C(=O)/C=C/C2=CC=CC=C2.C=1C=CC(=CC1)/C=C/C(=O)/C=C/C2=CC=CC=C2.C=1C=CC(=CC1)/C=C/C(=O)/C=C/C2=CC=CC=C2.[Pd].[Pd] (Pd2(dba)3), C=1C=CC(=CC1)P(C=2C=CC=CC2)C3=CC=C4C=CC=CC4=C3C5=C6C=CC=CC6=CC=C5P(C=7C=CC=CC7)C=8C=CC=CC8 (BINAP). The solvent is C1(=CC=CC=C1)C (toluene), O (water). Conditions: temperature 85 celsius. Yields the product N1(CCNCCC1)C=1C=2C3=C(C(N(C3=CC1)CCCC(F)(F)F)=O)C=CC2 (6-(1,4-Diazepan-1-yl)-1-(4,4,4-trifluorobutyl)-benzo[cd]indol-2(1H)-one). The yield is 108.5%. Reaction SMILES: [F:1][C:2]([F:21])([F:20])[CH2:3][CH2:4][CH2:5][N:6]1[C:14]2[C:9]3[C:10](=[CH:16][CH:17]=[CH:18][C:8]=3[C:7]1=[O:19])[C:11](Br)=[CH:12][CH:13]=2.[NH:22]1[CH2:28][CH2:27][CH2:26][NH:25][CH2:24][CH2:23]1.CC(C)([O-])C.[Na+].Cl>O.C1C=CC(/C=C/C(/C=C/C2C=CC=CC=2)=O)=CC=1.C1C=CC(/C=C/C(/C=C/C2C=CC=CC=2)=O)=CC=1.C1C=CC(/C=C/C(/C=C/C2C=CC=CC=2)=O)=CC=1.[Pd].[Pd].C1C=CC(P(C2C(C3C(P(C4C=CC=CC=4)C4C=CC=CC=4)=CC=C4C=3C=CC=C4)=C3C(C=CC=C3)=CC=2)C2C=CC=CC=2)=CC=1.C1(C)C=CC=CC=1>[N:22]1([C:11]2[C:10]3[C:9]4[C:14](=[CH:13][CH:12]=2)[N:6]([CH2:5][CH2:4][CH2:3][C:2]([F:21])([F:20])[F:1])[C:7](=[O:19])[C:8]=4[CH:18]=[CH:17][CH:16]=3)[CH2:28][CH2:27][CH2:26][NH:25][CH2:24][CH2:23]1 |f:2.3,6.7.8.9.10|. Procedure details: To a mixture of 1-(4,4,4-trifluorobutyl)-6-bromo-benzo[cd]indol-2(1H)-one (1.225 g, 3.42 mmol), homopiperazine (6 g, 60 mmol) and toluene (100 ml) in a round bottomed flask was added BINAP (42 mg, 2%) and Pd2(dba)3 (30 mg, 1%) and sodium tert-butoxide (333 mg, 3.46 mmol). The reaction mixture was heated at 85° C. for 18 hours and was then poured into 500 ml concentrated HCl solution in water. The organic layer was seperated and the aqueous layer was extracted with more toluene (2×500 ml). The co...